From a dataset of the Open Reaction Database (ORD), a public repository of structured organic reaction records. describe an organic reaction: reactants, conditions, products, and yield Starting materials: C(C1=CC=CC=C1)(=O)NN=CC(Cl)(Cl)Cl (N-benzoyl-N'-(2,2,2-trichloroethylidene) hydrazine), C(=O)[O-].[Na+] (sodium formate). The solvent is CC(=O)C (acetone). Conditions: time 2 hour. Product: C(C1=CC=CC=C1)(=O)N=NC=C(Cl)Cl (1-benzoylazo-2,2-dichloroethylene). Procedure: 14 g of N-benzoyl-N'-(2,2,2-trichloroethylidene) hydrazine was dissolved in 350 ml of acetone, to which was added 5.0 g of sodium formate, followed by stirring at room temperature for 2 hours to obtain a red reaction mixture. The acetone was distilled off under reduced pressure and the residue was subjected to extraction with benzene. The benzene layer was washed with water, dried and subjected to distillation to remove the solvent to obtain 9.7 g of dark red, oily 1-benzoylazo-2,2-dichloroethyl... Reaction SMILES: [C:1]([NH:9][N:10]=[CH:11][C:12](Cl)([Cl:14])[Cl:13])(=[O:8])[C:2]1[CH:7]=[CH:6][CH:5]=[CH:4][CH:3]=1.C([O-])=O.[Na+]>CC(C)=O>[C:1]([N:9]=[N:10][CH:11]=[C:12]([Cl:13])[Cl:14])(=[O:8])[C:2]1[CH:3]=[CH:4][CH:5]=[CH:6][CH:7]=1 |f:1.2|.